From a dataset of the Open Reaction Database (ORD), a public repository of structured organic reaction records. describe an organic reaction: reactants, conditions, products, and yield Procedure details: To a solution of 15.9 g (0.1 mol) of 1-benzyl-3-pyrroline, 46.2 g (0.24 mol) of p-chlorobenzenesulfonic acid (produced by Tokyo Chemical Industry Co., Ltd.), 15.0 g of water, and 60.0 g of acetone in a round flask reactor, 31.1 g (0.13 mol) of 70% m-CPBA (m-chloroperbenzoic acid produced by Tokyo Chemical Industry Co., Ltd.) was added with stirring and allowed to react for 10 hours at room temperature without irradiation by lamps. After completion, acetone was evaporated under reduced pressure, ... Reactants: C(C1=CC=CC=C1)N1CC=CC1 (1-benzyl-3-pyrroline), ClC1=CC=C(C=C1)S(=O)(=O)O (p-chlorobenzenesulfonic acid), O (water), C1=CC(=CC(=C1)Cl)C(=O)OO (m-CPBA). The product is C(C1=CC=CC=C1)N1CC2C(C1)O2 (1-benzyl-3,4-epoxypyrrolidine). Run in CC(=O)C (acetone). As a reaction SMILES: [CH2:1]([N:8]1[CH2:12][CH:11]=[CH:10][CH2:9]1)[C:2]1[CH:7]=[CH:6][CH:5]=[CH:4][CH:3]=1.ClC1C=CC(S(O)(=O)=[O:21])=CC=1.O.C1C=C(Cl)C=C(C(OO)=O)C=1>CC(C)=O>[CH2:1]([N:8]1[CH2:12][CH:11]2[O:21][CH:10]2[CH2:9]1)[C:2]1[CH:7]=[CH:6][CH:5]=[CH:4][CH:3]=1. The yield is 95.9%.